From a dataset of the Open Reaction Database (ORD), a public repository of structured organic reaction records. describe an organic reaction: reactants, conditions, products, and yield Starting materials: COc1ccc(-c2cc(CCC=O)nn2C(C)(C)C)cc1, CCN(C(C)C)C(C)C, Fc1ccccc1N1CCNCC1. The product is COc1ccc(-c2cc(CCCN3CCN(c4ccccc4F)CC3)nn2C(C)(C)C)cc1. As a reaction SMILES: [C:1]([CH3:2])([CH3:3])([CH3:4])[n:5]1[n:6][c:7]([CH2:18][CH2:19][CH:20]=[O:21])[cH:8][c:9]1-[c:10]1[cH:11][cH:12][c:13]([O:16][CH3:17])[cH:14][cH:15]1.[CH:35]([N:36]([CH2:37][CH3:38])[CH:39]([CH3:40])[CH3:41])([CH3:42])[CH3:43].[F:22][c:23]1[c:24]([N:29]2[CH2:30][CH2:31][NH:32][CH2:33][CH2:34]2)[cH:25][cH:26][cH:27][cH:28]1>>[C:1]([CH3:2])([CH3:3])([CH3:4])[n:5]1[n:6][c:7]([CH2:18][CH2:19][CH2:20][N:32]2[CH2:31][CH2:30][N:29]([c:24]3[c:23]([F:22])[cH:28][cH:27][cH:26][cH:25]3)[CH2:34][CH2:33]2)[cH:8][c:9]1-[c:10]1[cH:11][cH:12][c:13]([O:16][CH3:17])[cH:14][cH:15]1. Reactants: C1CCNC1, CCO, O=C1Nc2cccnc2N(C(=O)CCCCCl)c2ccccc21. Product: O=C1Nc2cccnc2N(C(=O)CCCCN2CCCC2)c2ccccc21. RXN SMILES: [CH2:24]1[CH2:25][CH2:26][NH:27][CH2:28]1.[CH3:29][CH2:30][OH:31].[Cl:1][CH2:2][CH2:3][CH2:4][CH2:5][C:6](=[O:7])[N:8]1[c:9]2[c:10]([cH:20][cH:21][cH:22][n:23]2)[NH:11][C:12](=[O:19])[c:13]2[c:14]1[cH:15][cH:16][cH:17][cH:18]2>>[CH2:2]([CH2:3][CH2:4][CH2:5][C:6](=[O:7])[N:8]1[c:9]2[c:10]([cH:20][cH:21][cH:22][n:23]2)[NH:11][C:12](=[O:19])[c:13]2[c:14]1[cH:15][cH:16][cH:17][cH:18]2)[N:27]1[CH2:26][CH2:25][CH2:24][CH2:28]1. Starting materials: C1=CC=C(C=C1)CBr (BnBr), S([C@H]1[C@H](O)[C@@H](O)[C@@H](O)[C@H](O1)CO)C1=CC=CC=C1 (phenyl 1-thio-β-D-galactopyranoside), C(CCC)[Sn](CCCC)=O (dibutyltin oxide). The reagents and catalysts are [N+](CCCC)(CCCC)(CCCC)CCCC.[Br-] (Bu4NBr). Run in CO (methanol). The product is C(C1=CC=CC=C1)O[C@@H]1[C@H]([C@H](SC2=CC=CC=C2)O[C@@H]([C@@H]1O)CO)O (Phenyl 3-O-benzyl-1-thio-β-D-galactopyranoside). Yield: 68.0%. RXN SMILES: [S:1]([C:13]1[CH:18]=[CH:17][CH:16]=[CH:15][CH:14]=1)[C@@H:2]1[O:10][C@H:9]([CH2:11][OH:12])[C@H:7]([OH:8])[C@H:5]([OH:6])[C@H:3]1[OH:4].C([Sn](=O)CCCC)CCC.[CH:29]1[CH:34]=[CH:33][C:32]([CH2:35]Br)=[CH:31][CH:30]=1>CO.[N+](CCCC)(CCCC)(CCCC)CCCC.[Br-]>[CH2:35]([O:6][C@H:5]1[C@@H:7]([OH:8])[C@@H:9]([CH2:11][OH:12])[O:10][C@@H:2]([S:1][C:13]2[CH:14]=[CH:15][CH:16]=[CH:17][CH:18]=2)[C@@H:3]1[OH:4])[C:32]1[CH:33]=[CH:34][CH:29]=[CH:30][CH:31]=1 |f:4.5|. Reported procedure: A solution of phenyl 1-thio-β-D-galactopyranoside (2.1) (3.00 g, 11.0 mmol) and dibutyltin oxide (3.00 g, 12.1 mmol) in dry methanol (80 ml) was refluxed for 2 hours to produce a clear mixture. The solvent was then evaporated under reduced pressure. The resultant residue was dissolved in dry benzene (80 mL) followed by the addition of Bu4NBr (3.90 g, 12.11 mmol) and BnBr (1.3 ml, 12.1 mmol). The mixture was refluxed overnight. After cooling to room temperature, the mixture was concentrated and t... Starting materials: N1=C(C=CC=C1)C(=O)O (2-pyridine carboxic acid), S(=O)(Cl)Cl (thionyl chloride), C(C)OC(CNC1=NC=CC=C1[N+](=O)[O-])=O (N-(3-nitro-2-pyridinyl)glycine ethyl ester). Solvent: O1CCCC1 (tetrahydrofuran), C1=CC=CC=C1 (benzene). Yields the product C(C)OC(CNC1=NC=CC=C1NC(=O)C1=NC=CC=C1)=O (N-[3-[(2-Pyridinylcarbonyl)amino]-2-pyridinyl]glycine ethyl ester). Reaction SMILES: [N:1]1[CH:6]=[CH:5][CH:4]=[CH:3][C:2]=1[C:7]([OH:9])=O.S(Cl)(Cl)=O.[CH2:14]([O:16][C:17](=[O:29])[CH2:18][NH:19][C:20]1[C:25]([N+:26]([O-])=O)=[CH:24][CH:23]=[CH:22][N:21]=1)[CH3:15]>C1C=CC=CC=1.O1CCCC1>[CH2:14]([O:16][C:17](=[O:29])[CH2:18][NH:19][C:20]1[C:25]([NH:26][C:7]([C:2]2[CH:3]=[CH:4][CH:5]=[CH:6][N:1]=2)=[O:9])=[CH:24][CH:23]=[CH:22][N:21]=1)[CH3:15]. Reported procedure: Under a nitrogen atmosphere, triethylamine (0.30 mole) and a solution of freshly prepared acid chloride of 2-pyridine carboxylic acid (0.150 mole), obtained by heating at reflux 2-pyridine carboxic acid and excess thionyl chloride in benzene and then azeotropic distillation with benzene, in dry tetrahydrofuran (50 ml) were added simultaneously (dropwise) to a stirred and chilled (10°-20° C.) solution of freshly prepared N-(3-amino-2-pyridinyl)glycine ethyl ester prepared by reducing N-(3-nitro-2... Reactants: C(C)OC(=O)C=1N(C2=CC=C(C=C2C1)Br)C1=CC=C(C=C1)OC(C)C (5-bromo-1-(4-isopropoxyphenyl)indole-2-carboxylic acid ethyl ester), [O-]P(=O)([O-])[O-].[K+].[K+].[K+] (K3PO4), C1(=C(C=CC=C1)P(C1=C(C=CC=C1)C)C1=C(C=CC=C1)C)C (tri(o-tolyl)phosphine), C1(CCCCC1)C1=CC=C(C=C1)B(O)O (4-Cyclohexylphenylboronic acid), C(=O)(O)[O-].[Na+] (NaHCO3). Reagents/catalysts: CC(=O)[O-].CC(=O)[O-].[Pd+2] (Pd(OAc)2). Solvent: C1(=CC=CC=C1)C (toluene), CCO (EtOH). Conditions: time 25 minute. The product is C(C)OC(=O)C=1N(C2=CC=C(C=C2C1)C1=CC=C(C=C1)C1CCCCC1)C1=CC=C(C=C1)OC(C)C (5-(4-Cyclohexylphenyl)-1-(4-isopropoxyphenyl)indole-2-carboxylic acid ethyl ester). The yield is 92.9%. As a reaction SMILES: [CH2:1]([O:3][C:4]([C:6]1[N:7]([C:16]2[CH:21]=[CH:20][C:19]([O:22][CH:23]([CH3:25])[CH3:24])=[CH:18][CH:17]=2)[C:8]2[C:13]([CH:14]=1)=[CH:12][C:11](Br)=[CH:10][CH:9]=2)=[O:5])[CH3:2].[O-]P([O-])([O-])=O.[K+].[K+].[K+].C1(C)C=CC=CC=1P(C1C=CC=CC=1C)C1C=CC=CC=1C.[CH:56]1([C:62]2[CH:67]=[CH:66][C:65](B(O)O)=[CH:64][CH:63]=2)[CH2:61][CH2:60][CH2:59][CH2:58][CH2:57]1.C([O-])(O)=O.[Na+]>CCO.CC([O-])=O.CC([O-])=O.[Pd+2].C1(C)C=CC=CC=1>[CH2:1]([O:3][C:4]([C:6]1[N:7]([C:16]2[CH:21]=[CH:20][C:19]([O:22][CH:23]([CH3:25])[CH3:24])=[CH:18][CH:17]=2)[C:8]2[C:13]([CH:14]=1)=[CH:12][C:11]([C:59]1[CH:58]=[CH:57][C:56]([CH:62]3[CH2:67][CH2:66][CH2:65][CH2:64][CH2:63]3)=[CH:61][CH:60]=1)=[CH:10][CH:9]=2)=[O:5])[CH3:2] |f:1.2.3.4,7.8,10.11.12|. Procedure: A mixture of 5-bromo-1-(4-isopropoxyphenyl)indole-2-carboxylic acid ethyl ester (154 mg, 0.38 mmol), K3PO4 (282 mg, 1.83 mmol), Pd(OAc)2 (4.5 mg, 0.02 mmol), tri(o-tolyl)phosphine (12 mg, 0.04 mmol), and toluene (3.5 mL) was stirred under argon for 25 min at room temperature. 4-Cyclohexylphenylboronic acid (117 mg, 0.57 mmol) in EtOH (0.5 mL) was added and the mixture was heated at reflux for 1 h. The mixture was allowed to cool, poured into NaHCO3 (aq. sat.), and extracted wait EtOAc. The combi...